From a dataset of the Open Reaction Database (ORD), a public repository of structured organic reaction records. describe an organic reaction: reactants, conditions, products, and yield The reactants are CCO, COC(=O)c1c(Cl)cccc1S(=O)(=O)Cl, N, C1COCCO1. Yields the product O=C1NS(=O)(=O)c2cccc(Cl)c21. As a reaction SMILES: [CH3:1][CH2:2][OH:3].[Cl:5][c:6]1[cH:7][cH:8][cH:9][c:10]([S:16](=[O:17])(=[O:18])[Cl:19])[c:11]1[C:12](=[O:13])[O:14][CH3:15].[NH3:4].[O:20]1[CH2:21][CH2:22][O:23][CH2:24][CH2:25]1>>[NH:4]1[C:12](=[O:13])[c:11]2[c:6]([Cl:5])[cH:7][cH:8][cH:9][c:10]2[S:16]1(=[O:17])=[O:18].